This data is from the Open Reaction Database (ORD), a public repository of structured organic reaction records. The task is: describe an organic reaction: reactants, conditions, products, and yield The reactants are N(=O)OC(C)(C)C (t-butyl nitrite), FC(S(=O)(=O)O)(F)F (trifluoromethanesulfonic acid), NC=1C(=NC=CC1)OCC(=O)OCC (3-amino-2-(ethoxycarbonyl)methoxypyridine), ClCCl (dichloromethane), ice water. The solvent is COCCOC (1,2-dimethoxyethane), COCCOC (1,2-dimethoxyethane), C(C)(=O)OC(C)=O (acetic anhydride), CCCCC (n-pentane). Conditions: time 10 minute. Yields the product C(C)(=O)OC=1C(=NC=CC1)OCC(=O)OCC (3-acetoxy-2-(ethoxycarbonyl)methoxypyridine). Isolated yield 28.7%. As a reaction SMILES: FC(F)(F)S(O)(=O)=[O:4].N[C:10]1[C:11]([O:16][CH2:17][C:18]([O:20][CH2:21][CH3:22])=[O:19])=[N:12][CH:13]=[CH:14][CH:15]=1.ClCCl.N([O:28][C:29]([CH3:32])(C)C)=O>COCCOC.C(OC(=O)C)(=O)C.CCCCC>[C:29]([O:28][C:10]1[C:11]([O:16][CH2:17][C:18]([O:20][CH2:21][CH3:22])=[O:19])=[N:12][CH:13]=[CH:14][CH:15]=1)(=[O:4])[CH3:32]. Reported procedure: 9.18 g of trifluoromethanesulfonic acid was added to a mixture of 12 g of 3-amino-2-(ethoxycarbonyl)methoxypyridine, 36 ml of 1,2-dimethoxyethane and 12 ml of dichloromethane dropwise at −5° C. The mixture was stirred for 10 minutes at the same temperature, then, to the reaction solution was added a solution of 7.57 g of t-butyl nitrite in 3 ml of 1,2-dimethoxyethane dropwise at −5° C. or lower. The mixture was stirred for 30 minutes at the same temperature, then, into the mixture was poured n-p... The reactants are [Br-], CC[Mg+], C1CCOC1, C[Si](C)(C)CCOCn1cnc(C#N)c1, O. Product: C[Si](C)(C)CCOCn1cnc(C2(N)CC2)c1. Reaction SMILES: [Br-:16].[CH2:17]([CH3:18])[Mg+:19].[CH2:21]1[O:22][CH2:23][CH2:24][CH2:25]1.[CH3:1][Si:2]([CH2:3][CH2:4][O:5][CH2:6][n:7]1[cH:8][n:9][c:10]([C:12]#[N:13])[cH:11]1)([CH3:14])[CH3:15].[OH2:20]>>[CH3:1][Si:2]([CH2:3][CH2:4][O:5][CH2:6][n:7]1[cH:8][n:9][c:10]([C:12]2([NH2:13])[CH2:17][CH2:18]2)[cH:11]1)([CH3:14])[CH3:15]. Reactants: O=C1NC(Cc2ccccc2)C(O)CC1Cc1ccccc1, CC(C)C1CC(O)C(CC2CCCCC2)NC1=O. Yields the product NC(Cc1ccccc1)C1CC(Cc2ccccc2)C(=O)O1. Reaction SMILES: [CH2:19]([c:20]1[cH:21][cH:22][cH:23][cH:24][cH:25]1)[CH:26]1[C:27](=[O:40])[NH:28][CH:29]([CH2:33][c:34]2[cH:35][cH:36][cH:37][cH:38][cH:39]2)[CH:30]([OH:32])[CH2:31]1.[CH:1]1([CH2:2][CH:3]2[NH:4][C:5](=[O:6])[CH:7]([CH:8]([CH3:9])[CH3:10])[CH2:11][CH:12]2[OH:13])[CH2:14][CH2:15][CH2:16][CH2:17][CH2:18]1>>[CH2:19]([c:20]1[cH:21][cH:22][cH:23][cH:24][cH:25]1)[CH:26]1[C:27](=[O:40])[O:32][CH:30]([CH:29]([NH2:28])[CH2:33][c:34]2[cH:35][cH:36][cH:37][cH:38][cH:39]2)[CH2:31]1. Starting materials: CO, CCCC1OC1C(=O)NC1CC1, [Mg+2], [N-]=[N+]=[N-], [Na+], O=S(=O)([O-])[O-]. Product: CCCC(N=[N+]=[N-])C(O)C(=O)NC1CC1. RXN SMILES: [CH3:23][OH:24].[CH:1]1([NH:4][C:5](=[O:6])[CH:7]2[O:8][CH:9]2[CH2:10][CH2:11][CH3:12])[CH2:2][CH2:3]1.[Mg+2:17].[N-:14]=[N+:15]=[N-:16].[Na+:13].[O-:18][S:19](=[O:20])(=[O:21])[O-:22]>>[CH:1]1([NH:4][C:5](=[O:6])[CH:7]([OH:8])[CH:9]([CH2:10][CH2:11][CH3:12])[N:14]=[N+:15]=[N-:16])[CH2:2][CH2:3]1. The reactants are CS(=O)(=O)NC=1C=CC(=C(NC(OCC)=O)C1)F (ethyl 5-methylsulfonylamino-2-fluorocarbanilate), ClCl (chlorine), resultant solution. Solvent: C(C)(=O)O (acetic acid), O (water). Yields the product ClC1=CC(=C(NC(OCC)=O)C=C1NS(=O)(=O)C)F (ethyl 4-chloro-5-methylsulfonylamino-2-fluorocarbanilate). Isolated yield 90.0%. Reaction SMILES: [CH3:1][S:2]([NH:5][C:6]1[CH:7]=[CH:8][C:9]([F:18])=[C:10]([CH:17]=1)[NH:11][C:12](=[O:16])[O:13][CH2:14][CH3:15])(=[O:4])=[O:3].[Cl:19]Cl>C(O)(=O)C.O>[Cl:19][C:7]1[C:6]([NH:5][S:2]([CH3:1])(=[O:3])=[O:4])=[CH:17][C:10]([NH:11][C:12](=[O:16])[O:13][CH2:14][CH3:15])=[C:9]([F:18])[CH:8]=1. Reported procedure: 80.6 g (292 mmol) of ethyl 5-methylsulfonylamino-2-fluorocarbanilate was dissolved in a mixture of 1075 ml of acetic acid and 100 ml of water, and chlorine gas was added to the resultant solution at a temperature of not higher than 25° C. until the starting material disappeared. After the reaction was completed, the surplus chlorine gas was removed by blowing nitrogen gas thereinto, and hexane was added. The precipitates crystals were filtered out to obtain 81.4 g of the objective product (yield...